Dataset: the Open Reaction Database (ORD), a public repository of structured organic reaction records. Task: describe an organic reaction: reactants, conditions, products, and yield Starting materials: O=C1C(=CN=C(N1)C1=C(C=CC=C1)OCC=C)C(=O)OCC (ethyl 1,6-dihydro-6-oxo-2-(2-allyloxyphenyl)-pyrimidine-5-carboxylate), steel, N (ammonia). Conditions: time 18 hour. Yields the product O=C1C(=CN=C(N1)C1=C(C=CC=C1)OCC=C)C(=O)N (1,6-Dihydro-6-oxo-2-(2-allyloxyphenyl)-pyrimidine-5-carboxamide). Reaction SMILES: [O:1]=[C:2]1[NH:7][C:6]([C:8]2[CH:13]=[CH:12][CH:11]=[CH:10][C:9]=2[O:14][CH2:15][CH:16]=[CH2:17])=[N:5][CH:4]=[C:3]1[C:18]([O:20]CC)=O.[NH3:23]>>[O:1]=[C:2]1[NH:7][C:6]([C:8]2[CH:13]=[CH:12][CH:11]=[CH:10][C:9]=2[O:14][CH2:15][CH:16]=[CH2:17])=[N:5][CH:4]=[C:3]1[C:18]([NH2:23])=[O:20]. Reported procedure: A mixture of ethyl 1,6-dihydro-6-oxo-2-(2-allyloxyphenyl)-pyrimidine-5-carboxylate (5.0 g.) and liquid ammonia (50 ml.) in a steel bomb was kept at 25° for 18 hours and then heated on a steam bath for 2.5 hours. The ammonia was removed. The residue was dissolved in water and the solution acidified with acetic acid. The precipitated title compound (4.4 g., 97%), m.p. 202-204° with resolodification and remelting at 275°-280° , was recrystallized from ethanol to give analytical material, m.p. 205°-... Starting materials: CCN=C=NCCCN(C)C, CCCS(=O)(=O)Nc1ccc(F)c(C(=O)O)c1F, Nc1cnc2[nH]nc(CO)c2c1, CN(C)C=O, On1nnc2ccccc21. Yields the product CCCS(=O)(=O)Nc1ccc(F)c(C(=O)Nc2cnc3[nH]nc(CO)c3c2)c1F. Reaction SMILES: [CH3:31][CH2:32][N:33]=[C:34]=[N:35][CH2:36][CH2:37][CH2:38][N:39]([CH3:40])[CH3:41].[F:13][c:14]1[c:15]([C:16](=[O:17])[OH:18])[c:19]([F:30])[cH:20][cH:21][c:22]1[NH:23][S:24](=[O:25])(=[O:26])[CH2:27][CH2:28][CH3:29].[NH2:1][c:2]1[cH:3][c:4]2[c:5]([n:6][cH:7]1)[nH:8][n:9][c:10]2[CH2:11][OH:12].[O:52]=[CH:53][N:54]([CH3:55])[CH3:56].[OH:42][n:43]1[c:44]2[c:45]([cH:46][cH:47][cH:48][cH:49]2)[n:50][n:51]1>>[NH:1]([c:2]1[cH:3][c:4]2[c:5]([n:6][cH:7]1)[nH:8][n:9][c:10]2[CH2:11][OH:12])[C:16]([c:15]1[c:14]([F:13])[c:22]([NH:23][S:24](=[O:25])(=[O:26])[CH2:27][CH2:28][CH3:29])[cH:21][cH:20][c:19]1[F:30])=[O:17]. Reactants: C(C1=CC=CC=C1)OC(NC[C@@H]1N(C[C@@H]([C@H](C1)C1=CC=C(C=C1)COC[C@H](COC)C)OCC=1C=CC2=C(N(CCO2)CCCOC)C1)S(=O)(=O)C1=CC=C(C=C1)C)=O ([(2R,4R,5R)-4-[4-((S)-3-methoxy-2-methyl-propoxymethyl)-phenyl]-5-[4-(3-methoxy-propyl)-3,4-dihydro-2H-benzo[1,4]oxazin-6-ylmethoxy]-1-(toluene-4-sulfonyl)-piperidin-2-ylmethyl]-carbamic acid benzyl ester). The solvent is CO (MeOH). Yields the product COC[C@@H](COCC1=CC=C(C=C1)[C@H]1C[C@@H](N(C[C@@H]1OCC=1C=CC2=C(N(CCO2)CCCOC)C1)S(=O)(=O)C1=CC=C(C=C1)C)CN)C (C-[(2R,4R,5R)-4-[4-((S)-3-Methoxy-2-methyl-propoxymethyl)-phenyl]-5-[4-(3-methoxy-propyl)-3,4-dihydro-2H-benzo[1,4]oxazin-6-ylmethoxy]-1-(toluene-4-sulfonyl)-piperidin-2-yl]-methylamine). Reaction SMILES: C(OC(=O)[NH:10][CH2:11][C@H:12]1[CH2:17][C@H:16]([C:18]2[CH:23]=[CH:22][C:21]([CH2:24][O:25][CH2:26][C@@H:27]([CH3:31])[CH2:28][O:29][CH3:30])=[CH:20][CH:19]=2)[C@@H:15]([O:32][CH2:33][C:34]2[CH:35]=[CH:36][C:37]3[O:42][CH2:41][CH2:40][N:39]([CH2:43][CH2:44][CH2:45][O:46][CH3:47])[C:38]=3[CH:48]=2)[CH2:14][N:13]1[S:49]([C:52]1[CH:57]=[CH:56][C:55]([CH3:58])=[CH:54][CH:53]=1)(=[O:51])=[O:50])C1C=CC=CC=1>CO>[CH3:30][O:29][CH2:28][C@H:27]([CH3:31])[CH2:26][O:25][CH2:24][C:21]1[CH:22]=[CH:23][C:18]([C@@H:16]2[C@@H:15]([O:32][CH2:33][C:34]3[CH:35]=[CH:36][C:37]4[O:42][CH2:41][CH2:40][N:39]([CH2:43][CH2:44][CH2:45][O:46][CH3:47])[C:38]=4[CH:48]=3)[CH2:14][N:13]([S:49]([C:52]3[CH:57]=[CH:56][C:55]([CH3:58])=[CH:54][CH:53]=3)(=[O:50])=[O:51])[C@@H:12]([CH2:11][NH2:10])[CH2:17]2)=[CH:19][CH:20]=1. Procedure details: According to general procedure E, 1 mmol of [(2R,4R,5R)-4-[4-((S)-3-methoxy-2-methyl-propoxymethyl)-phenyl]-5-[4-(3-methoxy-propyl)-3,4-dihydro-2H-benzo[1,4]oxazin-6-ylmethoxy]-1-(toluene-4-sulfonyl)-piperidin-2-ylmethyl]-carbamic acid benzyl ester is reacted in MeOH, to afford the title compound as a yellow oil. Rf=0.1 (CH2Cl2/MeOH/25% conc. NH3 200:10:1); Rt=4.62 (gradient I). The reactants are FC1=CC=C(C=C1)C(=C(CO)N1N=NN=C1C1=CC=CC=C1)C1=CC=C(C=C1)F (3,3-bis(4-fluorophenyl)-2-(5-phenyl-1H-tetrazol-1-yl)-2-propenol), FC1=CC=C(C=C1)C(=C(CO)N1N=NN=C1C)C1=CC=C(C=C1)F (3,3-Bis(4-fluorophenyl)-2-(5-methyl-1H-tetrazol-1-yl)-2propenol). Yields the product FC1=CC=C(C=C1)C(=C(C=O)N1N=NN=C1C)C1=CC=C(C=C1)F (3,3-Bis(4-fluorophenyl)-2-(5-methyl-1H-tetrazol-1-yl)-2propenal). RXN SMILES: [F:1][C:2]1[CH:7]=[CH:6][C:5]([C:8]([C:23]2[CH:28]=[CH:27][C:26]([F:29])=[CH:25][CH:24]=2)=[C:9]([N:12]2[C:16]([C:17]3C=CC=CC=3)=[N:15][N:14]=[N:13]2)[CH2:10][OH:11])=[CH:4][CH:3]=1.FC1C=CC(C(C2C=CC(F)=CC=2)=C(N2C(C)=NN=N2)CO)=CC=1>>[F:1][C:2]1[CH:3]=[CH:4][C:5]([C:8]([C:23]2[CH:24]=[CH:25][C:26]([F:29])=[CH:27][CH:28]=2)=[C:9]([N:12]2[C:16]([CH3:17])=[N:15][N:14]=[N:13]2)[CH:10]=[O:11])=[CH:6][CH:7]=1. Reported procedure: The general procedure of Example 6 was repeated, except that the 3,3-bis(4-fluorophenyl)-2-(5-phenyl-1H-tetrazol-1-yl)-2-propenol utilized therein was replaced by 4.45 g of 3,3-bis(4-fluorophenyl)-2-(5-methyl-1H-tetrazol-1-yl)-2-propenol [prepared in Example 15] and there was thereby produced 3.76 g of the title compound which was used in the next step without further purification. Starting materials: O.O.O.O.O.O.O.O.[OH-].[Ba+2].[OH-] (barium hydroxide octahydrate), C(CCCCCCCCCCCCCCCCCCCCC)(=O)O (behenic acid), fatty acid. Solvent: O (water), O (water), O (water). Reaction conditions: time 15 minute. Yields the product C(CCCCCCCCCCCCCCCCCCCCC)(=O)[O-].[Ba+2].C(CCCCCCCCCCCCCCCCCCCCC)(=O)[O-] (Barium Behenate). RXN SMILES: O.O.O.O.O.O.O.O.[OH-].[Ba+2:10].[OH-].[C:12]([OH:35])(=[O:34])[CH2:13][CH2:14][CH2:15][CH2:16][CH2:17][CH2:18][CH2:19][CH2:20][CH2:21][CH2:22][CH2:23][CH2:24][CH2:25][CH2:26][CH2:27][CH2:28][CH2:29][CH2:30][CH2:31][CH2:32][CH3:33]>O>[C:12]([O-:35])(=[O:34])[CH2:13][CH2:14][CH2:15][CH2:16][CH2:17][CH2:18][CH2:19][CH2:20][CH2:21][CH2:22][CH2:23][CH2:24][CH2:25][CH2:26][CH2:27][CH2:28][CH2:29][CH2:30][CH2:31][CH2:32][CH3:33].[Ba+2:10].[C:12]([O-:35])(=[O:34])[CH2:13][CH2:14][CH2:15][CH2:16][CH2:17][CH2:18][CH2:19][CH2:20][CH2:21][CH2:22][CH2:23][CH2:24][CH2:25][CH2:26][CH2:27][CH2:28][CH2:29][CH2:30][CH2:31][CH2:32][CH3:33] |f:0.1.2.3.4.5.6.7.8.9.10,13.14.15|. Reported procedure: To 100 ml of water at 60° C. temperature 23.3 g of barium hydroxide octahydrate is added and into this suspension 50.0 g of behenic acid in flakes form (AN 165, titer 75° C.) is incorporated so that a paste is obtained having an acid/water ratio of 1:2. This paste is then reacted for 15 minutes at 60° C. followed by 15 minutes at 80° C. temperature. When the melting point of the fatty acid is exceeded, momentary viscosity increase takes place requiring vigorous mixing of the mass. The remaining ... Reactants: C(=C)C=1C=C(N)C=CC1 (3-vinylaniline), ClC1=NC=CC=C1[N+](=O)[O-] (2-chloro-3-nitropyridine), C([O-])([O-])=O.[K+].[K+] (potassium carbonate). Run in O1CCOCC1 (dioxane). Yields the product C(=C)C=1C=C(C=CC1)NC1=NC=CC=C1[N+](=O)[O-] (2-(3-vinylphenylamino)-3-nitropyridine). Isolated yield 79.6%. RXN SMILES: [CH:1]([C:3]1[CH:4]=[C:5]([CH:7]=[CH:8][CH:9]=1)[NH2:6])=[CH2:2].Cl[C:11]1[C:16]([N+:17]([O-:19])=[O:18])=[CH:15][CH:14]=[CH:13][N:12]=1.C(=O)([O-])[O-].[K+].[K+]>O1CCOCC1>[CH:1]([C:3]1[CH:4]=[C:5]([NH:6][C:11]2[C:16]([N+:17]([O-:19])=[O:18])=[CH:15][CH:14]=[CH:13][N:12]=2)[CH:7]=[CH:8][CH:9]=1)=[CH2:2] |f:2.3.4|. Procedure: A mixture of 3-vinylaniline (8 g), 2-chloro-3-nitropyridine (10.7 g) and potassium carbonate (18.6 g) in dioxane (80 ml) was stirred under reflux for 5 days. The reaction was extracted with chloroform, washed with water, dried over magnesium sulfate and evaporated. After evaporation of the solvent, crude residue was crystallized from methanol to give 2-(3-vinylphenylamino)-3-nitropyridine as an orange crystals (12.9 g).